The task is: describe an organic reaction: reactants, conditions, products, and yield. This data is from the Open Reaction Database (ORD), a public repository of structured organic reaction records. Reactants: [N+](=O)([O-])C1=C(C(=O)N)C=CC=C1 (2-Nitrobenzamide), COC(C)(N(C)C)OC (dimethylacetamide-dimethylacetal). Conditions: temperature 120 celsius. The product is CN(C)CC=NC(C1=C(C=CC=C1)[N+](=O)[O-])=O (N-[(dimethylamino)ethylidene]-2-nitrobenzamide). As a reaction SMILES: [N+:1]([C:4]1[CH:12]=[CH:11][CH:10]=[CH:9][C:5]=1[C:6]([NH2:8])=[O:7])([O-:3])=[O:2].CO[C:15](OC)([N:17]([CH3:19])[CH3:18])[CH3:16]>>[CH3:18][N:17]([CH2:15][CH:16]=[N:8][C:6](=[O:7])[C:5]1[CH:9]=[CH:10][CH:11]=[CH:12][C:4]=1[N+:1]([O-:3])=[O:2])[CH3:19]. Procedure: 2-Nitrobenzamide (12.4 g, 75 mmol) was dissolved to dimethylacetamide-dimethylacetal (25 mL ) and heated to 120° C. for 2 hours. Upon cooling, the reaction was passed through a short silica column, eluting with ethyl acetate. The crystals that formed in the collected eluent were collected by filtration and rinsed with diethyl ether to provide N-[(dimethylamino)ethylidene]-2-nitrobenzamide (7.73 g). Starting materials: N1=CC=CC=C1 (pyridine), ClC1=C(C(=O)NC=2C=CC=C3C(=C(C=NC23)CO)N2C=NC=C2)C(=CC=C1)Cl (8-(2,6-dichlorobenzoylamino)-3-hydroxymethyl-4-(imidazol-1-yl)quinoline), C(C)(=O)OC(C)=O (acetic anhydride). Solvent: ClCCl (dichloromethane). Conditions: time 22 hour. Product: C(C)(=O)OCC=1C=NC2=C(C=CC=C2C1N1C=NC=C1)NC(C1=C(C=CC=C1Cl)Cl)=O (3-acetoxymethyl-8-(2,6-dichlorobenzoylamino)-4-(imidazol-1-yl)quinoline). Reaction SMILES: [Cl:1][C:2]1[CH:27]=[CH:26][CH:25]=[C:24]([Cl:28])[C:3]=1[C:4]([NH:6][C:7]1[CH:8]=[CH:9][CH:10]=[C:11]2[C:16]=1[N:15]=[CH:14][C:13]([CH2:17][OH:18])=[C:12]2[N:19]1[CH:23]=[CH:22][N:21]=[CH:20]1)=[O:5].N1C=CC=CC=1.[C:35](OC(=O)C)(=[O:37])[CH3:36]>ClCCl>[C:35]([O:18][CH2:17][C:13]1[CH:14]=[N:15][C:16]2[C:11]([C:12]=1[N:19]1[CH:23]=[CH:22][N:21]=[CH:20]1)=[CH:10][CH:9]=[CH:8][C:7]=2[NH:6][C:4](=[O:5])[C:3]1[C:24]([Cl:28])=[CH:25][CH:26]=[CH:27][C:2]=1[Cl:1])(=[O:37])[CH3:36]. Procedure: To a suspension of 8-(2,6-dichlorobenzoylamino)-3-hydroxymethyl-4-(imidazol-1-yl)quinoline (250 mg) in dichloromethane (3 ml) were dropwise added pyridine (57.4 mg) and acetic anhydride (0.12 ml) at ambient temperature, and the mixture was stirred for 22 hours at ambient temperature. The mixture was concentrated in vacuo, and the residue was dissolved in ethyl acetate. The mixture was washed with water, dried over magnesium sulfate and evaporated in vacuo. The residue was purified by flash chrom...